This data is from the Open Reaction Database (ORD), a public repository of structured organic reaction records. The task is: describe an organic reaction: reactants, conditions, products, and yield Reactants: COc1c(Br)cc(-n2ccc(=O)[nH]c2=O)cc1C=Cc1ccc(NS(C)(=O)=O)cc1, C1CCOC1, [K+], [K+], [K+], O, O=P([O-])([O-])[O-], OB(O)c1cccs1. Product: COc1c(C=Cc2ccc(NS(C)(=O)=O)cc2)cc(-n2ccc(=O)[nH]c2=O)cc1-c1cccs1. Reaction SMILES: [Br:1][c:2]1[c:3]([O:29][CH3:30])[c:4]([CH:5]=[CH:6][c:7]2[cH:8][cH:9][c:10]([NH:13][S:14](=[O:15])(=[O:16])[CH3:17])[cH:11][cH:12]2)[cH:18][c:19](-[n:21]2[c:22](=[O:28])[nH:23][c:24](=[O:27])[cH:25][cH:26]2)[cH:20]1.[CH2:47]1[O:48][CH2:49][CH2:50][CH2:51]1.[K+:44].[K+:45].[K+:46].[OH2:52].[P:39]([O-:40])([O-:41])([O-:42])=[O:43].[s:31]1[c:32]([B:36]([OH:37])[OH:38])[cH:33][cH:34][cH:35]1>>[c:2]1(-[c:32]2[s:31][cH:35][cH:34][cH:33]2)[c:3]([O:29][CH3:30])[c:4]([CH:5]=[CH:6][c:7]2[cH:8][cH:9][c:10]([NH:13][S:14](=[O:15])(=[O:16])[CH3:17])[cH:11][cH:12]2)[cH:18][c:19](-[n:21]2[c:22](=[O:28])[nH:23][c:24](=[O:27])[cH:25][cH:26]2)[cH:20]1. Reactants: N1=C(NC2=C1C=CC=C2)CNC(=O)C2=CC1=C(CC(C(N(C1)C)=O)CC(=O)OC)C=C2 (methyl (±)-8-[[[(2-benzimidazolyl)methyl]amino]carbonyl]-2-methyl-3-oxo-2,3,4,5-tetrahydro-1H-2-benzazepine-4-acetate), O[Li].O (LiOH.H2O), C1CCOC1 (THF). The product is N1=C(NC2=C1C=CC=C2)CNC(=O)C2=CC1=C(CC(C(N(C1)C)=O)CC(=O)O)C=C2 ((±)-8-[[[(2-Benzimidazolyl)methyl]amino]carbonyl]-2-methyl-3-oxo-2,3,4,5-tetrahydro-1H-2-benzazepine-4-acetic acid). Yield: 35.9%. Procedure details: A solution of methyl (±)-8-[[[(2-benzimidazolyl)methyl]amino]carbonyl]-2-methyl-3-oxo-2,3,4,5-tetrahydro-1H-2-benzazepine-4-acetate (0.10 g, 0.24 mmol), LiOH.H2O (0.013 g, 0.31 mmol), THF (2 mL), and H2O (2 mL) was stirred at RT for 18 h, then was concentrated to dryness. The residue was dissolved in H2O, and the solution was brought to pH 4-5 with 3N HCl. The resulting precipitate was collected by filtration and dried. Recrystallization from boiling isopropanol gave the title compound (0.035 g,... RXN SMILES: [N:1]1[C:5]2[CH:6]=[CH:7][CH:8]=[CH:9][C:4]=2[NH:3][C:2]=1[CH2:10][NH:11][C:12]([C:14]1[CH:31]=[CH:30][C:17]2[CH2:18][CH:19]([CH2:25][C:26]([O:28]C)=[O:27])[C:20](=[O:24])[N:21]([CH3:23])[CH2:22][C:16]=2[CH:15]=1)=[O:13].O[Li].O.C1COCC1>O>[N:1]1[C:5]2[CH:6]=[CH:7][CH:8]=[CH:9][C:4]=2[NH:3][C:2]=1[CH2:10][NH:11][C:12]([C:14]1[CH:31]=[CH:30][C:17]2[CH2:18][CH:19]([CH2:25][C:26]([OH:28])=[O:27])[C:20](=[O:24])[N:21]([CH3:23])[CH2:22][C:16]=2[CH:15]=1)=[O:13] |f:1.2|. Solvent: O (H2O). The reactants are C1(=CC=CC=C1)N1CCC(CC1)C(=O)N (1-Phenylpiperidine-4-carboxamide), [H-].[Al+3].[Li+].[H-].[H-].[H-] (lithium aluminium hydride), O (water), [OH-].[Na+] (sodium hydroxide). The solvent is O1CCCC1 (tetrahydrofuran). Conditions: time 2 hour. Product: C1(=CC=CC=C1)N1CCC(CC1)CN (1-(1-phenylpiperid-4-yl)methylamine). Yield: 82.3%. Reaction SMILES: [C:1]1([N:7]2[CH2:12][CH2:11][CH:10]([C:13]([NH2:15])=O)[CH2:9][CH2:8]2)[CH:6]=[CH:5][CH:4]=[CH:3][CH:2]=1.[H-].[Al+3].[Li+].[H-].[H-].[H-].O.[OH-].[Na+]>O1CCCC1>[C:1]1([N:7]2[CH2:8][CH2:9][CH:10]([CH2:13][NH2:15])[CH2:11][CH2:12]2)[CH:2]=[CH:3][CH:4]=[CH:5][CH:6]=1 |f:1.2.3.4.5.6,8.9|. Reported procedure: 1-Phenylpiperidine-4-carboxamide (1.5 g) was added portionwise to a stirring suspension of lithium aluminium hydride (0.5 g) in dry tetrahydrofuran (100 ml) under nitrogen. The resulting suspension was stirred at ambient termperature for 2 hours, then heated under reflux for 2 hours. The mixture was cooled, and water (0.5 ml), then concentrated sodium hydroxide solution (0.5 ml) were added. The resulting precipitate was removed by filtration (Celite). The filtrate was dried over magnesium sulpha... Reactants: CN(C)C=O, Clc1ccc(CBr)cc1, [K], O=C1CNC(=O)N1, O. The product is O=C1CNC(=O)N1Cc1ccc(Cl)cc1. Reaction SMILES: [CH3:18][N:19]([CH3:20])[CH:21]=[O:22].[Cl:9][c:10]1[cH:11][cH:12][c:13]([CH2:14][Br:15])[cH:16][cH:17]1.[K:1].[O:2]=[C:3]1[CH2:4][NH:5][C:6](=[O:7])[NH:8]1.[OH2:23]>>[O:2]=[C:3]1[CH2:4][NH:5][C:6](=[O:7])[N:8]1[CH2:14][c:13]1[cH:12][cH:11][c:10]([Cl:9])[cH:17][cH:16]1. Starting materials: ClC1=CC=C(C=C1)C#CCCCC1(C(NC(S1)=O)=O)S(=O)(=O)C1=CC=C(C=C1)OC (5-[5-(4-Chlorophenyl)pent-4-ynyl]-5-(4-methoxybenzenesulfonyl)-thiazolidine-2,4-dione), [H-].[Na+] (sodium hydride), CI (methyl iodide). Solvent: CN(C)C=O (DMF). Product: ClC1=CC=C(C=C1)C#CCCCC1(C(N(C(S1)=O)C)=O)S(=O)(=O)C1=CC=C(C=C1)OC (5-[5-(4-Chlorophenyl)pent-4-ynyl]-5-(4-methoxybenzenesulfonyl)-3-methyl-thiazolidine-2,4-dione). RXN SMILES: [Cl:1][C:2]1[CH:7]=[CH:6][C:5]([C:8]#[C:9][CH2:10][CH2:11][CH2:12][C:13]2([S:20]([C:23]3[CH:28]=[CH:27][C:26]([O:29][CH3:30])=[CH:25][CH:24]=3)(=[O:22])=[O:21])[S:17][C:16](=[O:18])[NH:15][C:14]2=[O:19])=[CH:4][CH:3]=1.[H-].[Na+].[CH3:33]I>CN(C=O)C>[Cl:1][C:2]1[CH:7]=[CH:6][C:5]([C:8]#[C:9][CH2:10][CH2:11][CH2:12][C:13]2([S:20]([C:23]3[CH:24]=[CH:25][C:26]([O:29][CH3:30])=[CH:27][CH:28]=3)(=[O:22])=[O:21])[S:17][C:16](=[O:18])[N:15]([CH3:33])[C:14]2=[O:19])=[CH:4][CH:3]=1 |f:1.2|. Reported procedure: 5-[5-(4-Chlorophenyl)pent-4-ynyl]-5-(4-methoxybenzenesulfonyl)-thiazolidine-2,4-dione (Example 100) is reated with sodium hydride in DMF, followed by methyl iodide to give the title compound as colorless crystals, mp 113-115° C.